The task is: describe an organic reaction: reactants, conditions, products, and yield. This data is from the Open Reaction Database (ORD), a public repository of structured organic reaction records. Starting materials: CC(N=[N+]=[N-])C1C(O[Si](C)(C)C(C)(C)C)CCN1C(=O)OC(C)(C)C, CO, CCOC(C)=O. The product is CC(N)C1C(O[Si](C)(C)C(C)(C)C)CCN1C(=O)OC(C)(C)C. Reaction SMILES: [C:1]([CH3:2])([CH3:3])([CH3:4])[O:5][C:6](=[O:7])[N:8]1[CH:9]([CH:21]([CH3:22])[N:23]=[N+:24]=[N-:25])[CH:10]([O:13][Si:14]([CH3:15])([CH3:16])[C:17]([CH3:18])([CH3:19])[CH3:20])[CH2:11][CH2:12]1.[CH3:26][OH:27].[CH3:28][CH2:29][O:30][C:31]([CH3:32])=[O:33]>>[C:1]([CH3:2])([CH3:3])([CH3:4])[O:5][C:6](=[O:7])[N:8]1[CH:9]([CH:21]([CH3:22])[NH2:23])[CH:10]([O:13][Si:14]([CH3:15])([CH3:16])[C:17]([CH3:18])([CH3:19])[CH3:20])[CH2:11][CH2:12]1.